From a dataset of the Open Reaction Database (ORD), a public repository of structured organic reaction records. describe an organic reaction: reactants, conditions, products, and yield Reactants: CON(C)C(=O)c1cccnc1O, CN(C)C=O, O=C([O-])C(F)(F)Cl, Cl, [Na+], [Na+], [OH-], O. Product: CON(C)C(=O)c1cccnc1OC(F)F. As a reaction SMILES: [CH3:1][O:2][N:3]([C:4]([c:5]1[c:6]([OH:11])[n:7][cH:8][cH:9][cH:10]1)=[O:12])[CH3:13].[CH3:26][N:27]([CH3:28])[CH:29]=[O:30].[Cl:14][C:15]([C:16]([O-:17])=[O:18])([F:19])[F:20].[ClH:24].[Na+:21].[Na+:23].[OH-:22].[OH2:25]>>[CH3:1][O:2][N:3]([C:4]([c:5]1[c:6]([O:11][CH:15]([F:19])[F:20])[n:7][cH:8][cH:9][cH:10]1)=[O:12])[CH3:13]. Starting materials: ClCC(C)=O (1-chloro-propan-2-one), ClC1=CC=C(C=C1)C(CC#N)=O (3-(4-Chloro-phenyl)-3-oxo-propionitrile), C(=O)([O-])[O-].[K+].[K+] (K2CO3), C(=S)=S (CS2), CI (MeI). Solvent: CN(C)C=O (DMF), CN(C)C=O (DMF), CN(C)C=O (DMF). Run at time 10 minute. Product: C(C)(=O)C1=C(C(=C(S1)SC)C#N)C1=CC=C(C=C1)Cl (5-Acetyl-2-methylsulfanyl-4-(4-chloro-phenyl)-thiophene-3-carbonitrile). As a reaction SMILES: [Cl:1][C:2]1[CH:7]=[CH:6][C:5]([C:8](=O)[CH2:9][C:10]#[N:11])=[CH:4][CH:3]=1.[C:13]([O-])([O-])=O.[K+].[K+].[C:19](=[S:21])=[S:20].Cl[CH2:23][C:24](=[O:26])[CH3:25].CI>CN(C=O)C>[C:24]([C:25]1[S:20][C:19]([S:21][CH3:13])=[C:9]([C:10]#[N:11])[C:8]=1[C:5]1[CH:6]=[CH:7][C:2]([Cl:1])=[CH:3][CH:4]=1)(=[O:26])[CH3:23] |f:1.2.3|. Reported procedure: 3-(4-Chloro-phenyl)-3-oxo-propionitrile (5 mmol) was added to a suspension of K2CO3 (3 equivalents, 15 mmol) in DMF (4.5 mL) and allowed to stir at room temperature. After 10 minutes, CS2 (1.25 equivalents, 7.5 mmol) was added in one portion and the resulting mixture stirred at room temperature for an additional 10 minutes then a solution of 1-chloro-propan-2-one (1.0 equivalent, 5 mmol) in DMF (5 mL) was added. After 1 hour, a solution of MeI (1.1 equivalents, 5.5 mmol) in DMF (2 mL) was added ... Reactants: resultant mixture, CN(C=O)C (dimethylformamide), NC1=CC(N(C(N1C1=CC=CC=C1)=O)C)=O (6-Amino-3-methyl-1-phenyl-2,4 (1H, 3H)-pyrimidinedione), resultant suspension, P(=O)(Cl)(Cl)Cl (phosphorus oxychloride), [OH-].[Na+] (sodium hydroxide). Run in O (water). Yields the product aldehyde, NC1=C(C(N(C(N1C1=CC=CC=C1)=O)C)=O)C=O (6-amino-5-formyl-3-methyl-1-phenyl-2,4 (1H, 3H)-pyrimidinedione). Isolated yield 75.0%. As a reaction SMILES: [NH2:1][C:2]1[N:7]([C:8]2[CH:13]=[CH:12][CH:11]=[CH:10][CH:9]=2)[C:6](=[O:14])[N:5]([CH3:15])[C:4](=[O:16])[CH:3]=1.P(Cl)(Cl)(Cl)=O.[OH-].[Na+].CN(C)[CH:26]=[O:27]>O>[NH2:1][C:2]1[N:7]([C:8]2[CH:13]=[CH:12][CH:11]=[CH:10][CH:9]=2)[C:6](=[O:14])[N:5]([CH3:15])[C:4](=[O:16])[C:3]=1[CH:26]=[O:27] |f:2.3|. Reported procedure: 6-Amino-3-methyl-1-phenyl-2,4 (1H, 3H)-pyrimidinedione (5.00 g, 23 mmol) was suspended in dimethylformamide (77 ml). To the resultant suspension was added phosphorus oxychloride (2.57mL,27.6 mmol), and the resultant mixture was reacted at 60° C. for 3 h. The reaction mixture was diluted with water, and adjusted to ca. pH 12 with sodium hydroxide. The precipitates formed in the reaction mixture was filtered to give a crude product. The crude product was recrystallized from a mixture of ethanol, e...